From a dataset of the Open Reaction Database (ORD), a public repository of structured organic reaction records. describe an organic reaction: reactants, conditions, products, and yield Reactants: C(#N)C1=C(C=CC=C1)C1=CC=C(C=C1)CC=1C(N(C=2N(C1CCC)N=CC2)[C@@H]2CC[C@H](CC2)OCC(=O)N(C)OC)=O (2-[(trans-4-{6-[(2′-cyanobiphenyl-4-yl)methyl]-5-oxo-7-propylpyrazolo[1,5-a]pyrimidin-4(5H)-yl}cyclohexyl)oxy]-N-methoxy-N-methylacetamide), C(C)(C)[Mg]Br (isopropylmagnesium bromide), C(C)(=O)OCC (ethyl acetate). Solvent: O1CCCC1 (tetrahydrofuran). Run at time 1.5 hour. Product: OC(CO[C@@H]1CC[C@H](CC1)N1C=2N(C(=C(C1=O)CC1=CC=C(C=C1)C=1C(=CC=CC1)C#N)CCC)N=CC2)C(C)C (4′-({4-[trans-4-(2-hydroxy-3-methylbutoxy)cyclohexyl]-5-oxo-7-propyl-4,5-dihydropyrazolo[1,5-a]pyrimidin-6-yl}methyl)biphenyl-2-carbonitrile). The yield is 56.0%. Reaction SMILES: [C:1]([C:3]1[CH:8]=[CH:7][CH:6]=[CH:5][C:4]=1[C:9]1[CH:14]=[CH:13][C:12]([CH2:15][C:16]2[C:17](=[O:42])[N:18]([C@H:28]3[CH2:33][CH2:32][C@H:31]([O:34][CH2:35][C:36](N(OC)C)=[O:37])[CH2:30][CH2:29]3)[C:19]3[N:20]([N:25]=[CH:26][CH:27]=3)[C:21]=2[CH2:22][CH2:23][CH3:24])=[CH:11][CH:10]=1)#[N:2].[CH:43]([Mg]Br)([CH3:45])[CH3:44].C(OCC)(=O)C>O1CCCC1>[OH:37][CH:36]([CH:43]([CH3:45])[CH3:44])[CH2:35][O:34][C@H:31]1[CH2:32][CH2:33][C@H:28]([N:18]2[C:17](=[O:42])[C:16]([CH2:15][C:12]3[CH:13]=[CH:14][C:9]([C:4]4[C:3]([C:1]#[N:2])=[CH:8][CH:7]=[CH:6][CH:5]=4)=[CH:10][CH:11]=3)=[C:21]([CH2:22][CH2:23][CH3:24])[N:20]3[N:25]=[CH:26][CH:27]=[C:19]23)[CH2:29][CH2:30]1. Reported procedure: To a solution of 2-[(trans-4-{6-[(2′-cyanobiphenyl-4-yl)methyl]-5-oxo-7-propylpyrazolo[1,5-a]pyrimidin-4(5H)-yl}cyclohexyl)oxy]-N-methoxy-N-methylacetamide (0.57 g) in tetrahydrofuran (5 mL) was added dropwise isopropylmagnesium bromide (1 M tetrahydrofuran solution, 2 mL) at 0° C., and the mixture was stirred for 1.5 hr. To the reaction mixture were added ethyl acetate and then saturated aqueous ammonium chloride solution, and the mixture was extracted with ethyl acetate. The organic layer was ... The reactants are C(#N)C1(CCC(CC1)O)C1=CC=CC=C1 (4-cyano-4-phenylcyclohexanol), [H-].[Al+3].[Li+].[H-].[H-].[H-] (lithium aluminum hydride), O1CCCC1 (tetrahydrofuran). Yields the product OC1CCC(CC1)(C=O)C1=CC=CC=C1 (4-hydroxy-1-phenyl-1-cyclohexanecarboxaldehyde). RXN SMILES: [C:1]([C:3]1([C:10]2[CH:15]=[CH:14][CH:13]=[CH:12][CH:11]=2)[CH2:8][CH2:7][CH:6]([OH:9])[CH2:5][CH2:4]1)#N.[H-].[Al+3].[Li+].[H-].[H-].[H-].[O:22]1CCCC1>>[OH:9][CH:6]1[CH2:7][CH2:8][C:3]([C:10]2[CH:15]=[CH:14][CH:13]=[CH:12][CH:11]=2)([CH:1]=[O:22])[CH2:4][CH2:5]1 |f:1.2.3.4.5.6|. Procedure: A thus produced 4-cyano-4-phenylcyclohexanol (b) obtained in step (1) is directly reduced, e.g., with lithium aluminum hydride (in a solvent such as tetrahydrofuran) at elevated (reflux) temperature, to give a corresponding 4-hydroxy-1-phenyl-1-cyclohexanecarboxaldehyde (c). This compound is also prepared via the tetrahydropyranyl ether of (b). Reactants: P(=O)(O)(O)O.CN1N=CC(=C1)C=1C=CC(N(N1)CC1=CC(=CC=C1)C1=NC=C(C=N1)OCCN1CCOCC1)=O (6-(1-methyl-1H-pyrazol-4-yl)-2-{3-[5-(2-morpholin-4-yl-ethoxy)-pyrimidin-2-yl]-benzyl}-2H-pyridazin-3-one dihydrogenphosphate), A1. Solvent: binary mixture, O.C(C)#N (DI water acetonitrile). Reaction conditions: temperature 50 celsius, time 7 day. Product: O.O.P(=O)(O)(O)O.CN1N=CC(=C1)C=1C=CC(N(N1)CC1=CC(=CC=C1)C1=NC=C(C=N1)OCCN1CCOCC1)=O (6-(1-methyl-1H-pyrazol-4-yl)-2-{3-[5-(2-morpholin-4-yl-ethoxy)-pyrimidin-2-yl]-benzyl}-2H-pyridazin-3-one Dihydrogenphosphate Dihydrate). As a reaction SMILES: [P:1]([OH:5])([OH:4])([OH:3])=[O:2].[CH3:6][N:7]1[CH:11]=[C:10]([C:12]2[CH:13]=[CH:14][C:15](=[O:40])[N:16]([CH2:18][C:19]3[CH:24]=[CH:23][CH:22]=[C:21]([C:25]4[N:30]=[CH:29][C:28]([O:31][CH2:32][CH2:33][N:34]5[CH2:39][CH2:38][O:37][CH2:36][CH2:35]5)=[CH:27][N:26]=4)[CH:20]=3)[N:17]=2)[CH:9]=[N:8]1>O.C(#N)C>[OH2:2].[OH2:31].[P:1]([OH:5])([OH:4])([OH:3])=[O:2].[CH3:6][N:7]1[CH:11]=[C:10]([C:12]2[CH:13]=[CH:14][C:15](=[O:40])[N:16]([CH2:18][C:19]3[CH:24]=[CH:23][CH:22]=[C:21]([C:25]4[N:30]=[CH:29][C:28]([O:31][CH2:32][CH2:33][N:34]5[CH2:35][CH2:36][O:37][CH2:38][CH2:39]5)=[CH:27][N:26]=4)[CH:20]=3)[N:17]=2)[CH:9]=[N:8]1 |f:0.1,2.3,4.5.6.7|. Procedure: Approx. 50 mg of 6-(1-methyl-1H-pyrazol-4-yl)-2-{3-[5-(2-morpholin-4-yl-ethoxy)-pyrimidin-2-yl]-benzyl}-2H-pyridazin-3-one dihydrogenphosphate anhydrate in its crystalline modification A1 were dispersed in approx. 0.15 mL of a binary mixture DI water/acetonitrile (1:1, v/v), and shaken as slurry at 50° C. at 1000 rpm for 7 days. The dispersion was then filtered and resulting crystals were dried at ambient conditions on the filter. The reactants are C(C)N(C(=O)C=1C=CC=2C(C3=CC=CC(=C3OC2C1)Br)=C1CC2CCC(C1)N2)CC (9-(8-aza-bicyclo[3.2.1]oct-3-ylidene)-5-bromo-9H-xanthene-3-carboxylic acid diethylamide), C1(=CC=CC=C1)B(O)O (phenylboronic acid), C([O-])([O-])=O.[Cs+].[Cs+] (cesium carbonate). Reagents/catalysts: C1=CC=C(C=C1)P([C-]2C=CC=C2)C3=CC=CC=C3.C1=CC=C(C=C1)P([C-]2C=CC=C2)C3=CC=CC=C3.Cl[Pd]Cl.[Fe+2] (dichloro[1,1′-bis(diphenylphosphino)ferrocene]palladium). Solvent: O1CCOCC1 (dioxane), C(C)O (ethanol). Yields the product C(C)N(C(=O)C=1C=CC=2C(C3=CC=CC(=C3OC2C1)C1=CC=CC=C1)=C1CC2CCC(C1)N2)CC (9-(8-Aza-bicyclo[3.2.1]oct-3-ylidene)-5-phenyl-9H-xanthene-3-carboxylic acid diethylamide). The yield is 90.7%. Reaction SMILES: [CH2:1]([N:3]([CH2:29][CH3:30])[C:4]([C:6]1[CH:7]=[CH:8][C:9]2[C:10](=[C:21]3[CH2:27][CH:26]4[NH:28][CH:23]([CH2:24][CH2:25]4)[CH2:22]3)[C:11]3[C:16]([O:17][C:18]=2[CH:19]=1)=[C:15](Br)[CH:14]=[CH:13][CH:12]=3)=[O:5])[CH3:2].[C:31]1(B(O)O)[CH:36]=[CH:35][CH:34]=[CH:33][CH:32]=1.C(=O)([O-])[O-].[Cs+].[Cs+]>O1CCOCC1.C(O)C.C1C=CC(P(C2C=CC=CC=2)[C-]2C=CC=C2)=CC=1.C1C=CC(P(C2C=CC=CC=2)[C-]2C=CC=C2)=CC=1.Cl[Pd]Cl.[Fe+2]>[CH2:1]([N:3]([CH2:29][CH3:30])[C:4]([C:6]1[CH:7]=[CH:8][C:9]2[C:10](=[C:21]3[CH2:27][CH:26]4[NH:28][CH:23]([CH2:24][CH2:25]4)[CH2:22]3)[C:11]3[C:16]([O:17][C:18]=2[CH:19]=1)=[C:15]([C:31]1[CH:36]=[CH:35][CH:34]=[CH:33][CH:32]=1)[CH:14]=[CH:13][CH:12]=3)=[O:5])[CH3:2] |f:2.3.4,7.8.9.10|. Reported procedure: A mixture of 9-(8-aza-bicyclo[3.2.1]oct-3-ylidene)-5-bromo-9H-xanthene-3-carboxylic acid diethylamide (0.170, 0.363 mmol), phenylboronic acid (0.049 g, 0.40 mmol) and cesium carbonate (0.236 g, 0.726 mmol) in dioxane (4 mL) and ethanol (1 mL) was treated with dichloro[1,1′-bis(diphenylphosphino)ferrocene]palladium (II) dichloromethane adduct (13 mg), and the resulting mixture was heated at reflux for 2 h. The reaction mixture was cooled to room temperature, and the inorganics removed by filtrati... Starting materials: CCOC(C)=O, COC(=O)c1ccc2c(C3CCCCC3)c(-c3ccccc3C=O)n(CC(N)C(=O)OC)c2c1. Product: COC(=O)c1ccc2c(C3CCCCC3)c3n(c2c1)CC(C(=O)OC)NCc1ccccc1-3. As a reaction SMILES: [CH3:35][CH2:36][O:37][C:38]([CH3:39])=[O:40].[NH2:1][CH:2]([CH2:3][n:4]1[c:5](-[c:23]2[c:24]([CH:29]=[O:30])[cH:25][cH:26][cH:27][cH:28]2)[c:6]([CH:17]2[CH2:18][CH2:19][CH2:20][CH2:21][CH2:22]2)[c:7]2[cH:8][cH:9][c:10]([C:13](=[O:14])[O:15][CH3:16])[cH:11][c:12]12)[C:31](=[O:32])[O:33][CH3:34]>>[NH:1]1[CH:2]([C:31](=[O:32])[O:33][CH3:34])[CH2:3][n:4]2[c:5]([c:6]([CH:17]3[CH2:18][CH2:19][CH2:20][CH2:21][CH2:22]3)[c:7]3[cH:8][cH:9][c:10]([C:13](=[O:14])[O:15][CH3:16])[cH:11][c:12]23)-[c:23]2[c:24]([cH:25][cH:26][cH:27][cH:28]2)[CH2:29]1.